From a dataset of the Open Reaction Database (ORD), a public repository of structured organic reaction records. describe an organic reaction: reactants, conditions, products, and yield The reactants are [OH-].[K+] (potassium hydroxide), COC1=CC=C(C=C1)C(C(CCC(C)=O)C1=CC=C(C=C1)OC)=O (1,2-bis(4-methoxyphenyl)-1,5-hexanedione), C1(C=CCCC1)=O (cyclohexenone), Cl (hydrochloric acid). Solvent: 2B, C(C)O (ethanol). Product: COC1=CC=C(C=C1)C1=CC(CCC1C1=CC=C(C=C1)OC)=O (3,4-bis(4-methoxyphenyl)-2-cyclohexen-1-one). RXN SMILES: [CH3:1][O:2][C:3]1[CH:8]=[CH:7][C:6]([C:9](=O)[CH:10]([C:16]2[CH:21]=[CH:20][C:19]([O:22][CH3:23])=[CH:18][CH:17]=2)[CH2:11][CH2:12][C:13](=[O:15])[CH3:14])=[CH:5][CH:4]=1.[OH-].[K+].Cl.C1(=O)CCCC=C1>C(O)C>[CH3:1][O:2][C:3]1[CH:8]=[CH:7][C:6]([C:9]2[CH:10]([C:16]3[CH:21]=[CH:20][C:19]([O:22][CH3:23])=[CH:18][CH:17]=3)[CH2:11][CH2:12][C:13](=[O:15])[CH:14]=2)=[CH:5][CH:4]=1 |f:1.2|. Procedure: A solution of 212.0 g. of 1,2-bis(4-methoxyphenyl)-1,5-hexanedione and 650 ml. of 2N potassium hydroxide in three liters of 2B ethanol was heated to reflux for two hours. The solution was cooled and 110 ml. of concentrated hydrochloric acid were added. The solution was then concentrated in vacuo. One liter of water and 1.5 liters of ethyl acetate were added to the residue. The layers were separated. The aqueous layer was extracted three times each with 800 ml. of ethyl acetate. The combined orga... The reactants are C(C1=CC=CC=C1)Cl (benzyl chloride), C1COCCOCCOCCOCCOCCO1 (18-crown-6), CC(C)([O-])C.[K+] (potassium tert-butoxide), CC=1NC2=CC=CC=C2C1 (2-methylindole). Run in CCOCC (ether), CCOCC (ether), O (Water). Conditions: time 0.5 hour. The product is C(C1=CC=CC=C1)N1C(=CC2=CC=CC=C12)C (1-benzyl-2-methylindole). RXN SMILES: C1OCCOCCOCCOCCOCCOC1.CC(C)([O-])C.[K+].[CH3:25][C:26]1[NH:27][C:28]2[C:33]([CH:34]=1)=[CH:32][CH:31]=[CH:30][CH:29]=2.[CH2:35](Cl)[C:36]1[CH:41]=[CH:40][CH:39]=[CH:38][CH:37]=1>CCOCC.O>[CH2:35]([N:27]1[C:28]2[C:33](=[CH:32][CH:31]=[CH:30][CH:29]=2)[CH:34]=[C:26]1[CH3:25])[C:36]1[CH:41]=[CH:40][CH:39]=[CH:38][CH:37]=1 |f:1.2|. Procedure: To a solution of 2.39 g (9.04 mmoles) of 18-crown-6 in 250 mL of dry ether was added 13.1 g (116.7 mmoles) of potassium tert-butoxide. The mixture was stirred while 13.11 g (100 mmoles) of 2-methylindole was added. The stirring was continued for 0.5 hour. Most of the solid dissolved. Then 20 g (116.9 mmoles) of benzyl chloride in 120 mL of ether was added during 45 minutes. The stirring was continued for 21.5 hours. Water (200 mL) was added. The layers were separated. The aqueous layer was extra... Reactants: C(C)I (ethyl iodide), O (Water), ClC=1C(=NSC1Cl)O (4,5-dichloro-3-hydroxyisothiazole), C([O-])([O-])=O.[K+].[K+] (potassium carbonate). The solvent is CN(C)C=O (DMF), CN(C)C=O (DMF). Reaction conditions: time 18 hour. The product is ClC=1C(=NSC1Cl)OCC (4,5-dichloro-3-ethoxyisothiazole). Yield: 73.9%. Reaction SMILES: [Cl:1][C:2]1[C:3]([OH:8])=[N:4][S:5][C:6]=1[Cl:7].C(=O)([O-])[O-].[K+].[K+].[CH2:15](I)[CH3:16].O>CN(C=O)C>[Cl:1][C:2]1[C:3]([O:8][CH2:15][CH3:16])=[N:4][S:5][C:6]=1[Cl:7] |f:1.2.3|. Reported procedure: To a mixture of 4,5-dichloro-3-hydroxyisothiazole (17.00 g, 0.100 mol) and potassium carbonate (13.82 g, 0.100 mol) in dry DMF (80 ml) was added dropwise a solution of ethyl iodide (8.84 ml, 0.110 mol) in dry DMF (20 ml). The mixture was stirred 18 hours at ambient temperature. Water (500 ml) was added and the mixture was extracted with ether (3×400 ml). The combined ether extracts were dried over sodium sulfate, filtered, and concentrated in vacuo to give the crude product (18.35 g). The crude ... Product: CC1(OC(=CC1=O)C=CC1=CC=C(C#N)C=C1)C1=CC=CC=C1 (4-[2-[2,3-Dihydro-2-methyl-3-oxo-2-phenyl-5-furanyl]ethenyl]benzonitrile). Run at time 2 day. The reactants are [Cl-].[Na+] (sodium chloride), C(#N)C1=CC=C(C=O)C=C1 (p-cyanobenzaldehyde), CC1(OC(=CC1=O)C)C1=CC=CC=C1 (2,5-dimethyl-2-phenyl-3(2H)-furanone), [OH-].[Na+] (sodium hydroxide). Run in C(C)O (ethanol). Procedure: To a solution of p-cyanobenzaldehyde (0.84 g, 6.4 mM) and 2,5-dimethyl-2-phenyl-3(2H)-furanone (1.0 g, 5.3 mM) in ethanol (50 mL), was added 1N aqueous sodium hydroxide (0.5 mL, 0.5 mm). The reaction solution was stirred at room temperature for two days. Then, saturated aqueous sodium chloride (200 mL) was added. The aqueous layer was extracted with diethyl ether (3×100 mL). The combined ethereal extracts were washed with saturated aqueous sodium chloride (50 mL), dried over MgSO4, filtered and ... RXN SMILES: [C:1]([C:3]1[CH:10]=[CH:9][C:6]([CH:7]=O)=[CH:5][CH:4]=1)#[N:2].[CH3:11][C:12]1([C:19]2[CH:24]=[CH:23][CH:22]=[CH:21][CH:20]=2)[C:16](=[O:17])[CH:15]=[C:14]([CH3:18])[O:13]1.[OH-].[Na+].[Cl-].[Na+]>C(O)C>[CH3:11][C:12]1([C:19]2[CH:24]=[CH:23][CH:22]=[CH:21][CH:20]=2)[C:16](=[O:17])[CH:15]=[C:14]([CH:18]=[CH:7][C:6]2[CH:9]=[CH:10][C:3]([C:1]#[N:2])=[CH:4][CH:5]=2)[O:13]1 |f:2.3,4.5|. Yield: 41.9%. Starting materials: N-(9,10-Oxidodecyl)piperidine, BrCCCCCCCCCC=C (1-bromundec-10-ene), O (water), [H-].[Na+] (Sodium hydride), N1CCCCC1 (piperidine). Run in CS(=O)C (dimethyl sulfoxide). Run at time 20 minute. Product: C(CCCCCCCCC=C)N1CCCCC1 (N-(10-undecenyl)piperidine). Isolated yield 262.8%. Reaction SMILES: [H-].[Na+].[NH:3]1[CH2:8][CH2:7][CH2:6][CH2:5][CH2:4]1.Br[CH2:10][CH2:11][CH2:12][CH2:13][CH2:14][CH2:15][CH2:16][CH2:17][CH2:18][CH:19]=[CH2:20].O>CS(C)=O>[CH2:20]([N:3]1[CH2:8][CH2:7][CH2:6][CH2:5][CH2:4]1)[CH2:19][CH2:18][CH2:17][CH2:16][CH2:15][CH2:14][CH2:13][CH2:12][CH:11]=[CH2:10] |f:0.1|. Reported procedure: This example illustrates a synthesis of N-(9,10-Oxidodecyl)piperidine (inventive compound no. 1619). Sodium hydride (95%) (864 mg, 36 mmol) was added to a solution of piperidine (2.554 g, 30 mmol) in dimethyl sulfoxide (75 mL). After 20 minutes of stirring, 1-bromundec-10-ene (6.99 g, 5 mmol) was added and stirred for 12 hours at room temperature. The reaction mixture was then poured into a separatory funnel containing 100 mL of water and extracted with dichlormethane (5×75 mL). The organic extr...